Dataset: the Open Reaction Database (ORD), a public repository of structured organic reaction records. Task: describe an organic reaction: reactants, conditions, products, and yield The reactants are crude product, crude product, Cl.N[C@@H]1C[C@H](C1)N1C(N(C=2C1=NC=CN2)C2CC2)=O (1-(trans-3-aminocyclobutyl)-3-cyclopropyl-1H-imidazo[4,5-b]pyrazin-2(3H)-one hydrochloride), Cl.N[C@@H]1C[C@H](C1)N1C(N(C=2C1=NC=CN2)C2CC2)=O (1-(trans-3-aminocyclobutyl)-3-cyclopropyl-1H-imidazo[4,5-b]pyrazin-2(3H)-one hydrochloride), ClC=1OC2=C(N1)C=CC=C2 (2-chlorobenzoxazole), C(C)(C)NC(C)C (diisopropylamine). The solvent is CS(=O)C (DMSO). Product: O1C(=NC2=C1C=CC=C2)N[C@@H]2C[C@H](C2)N2C(N(C=1C2=NC=CN1)C1CC1)=O (1-(trans-3-(benzo[d]oxazol-2-ylamino)cyclobutyl)-3-cyclopropyl-1H-imidazo[4,5-b]pyrazin-2(3H)-one). Yield: 41.8%. RXN SMILES: Cl.[NH2:2][C@H:3]1[CH2:6][C@H:5]([N:7]2[C:11]3=[N:12][CH:13]=[CH:14][N:15]=[C:10]3[N:9]([CH:16]3[CH2:18][CH2:17]3)[C:8]2=[O:19])[CH2:4]1.Cl[C:21]1[O:22][C:23]2[CH:29]=[CH:28][CH:27]=[CH:26][C:24]=2[N:25]=1.C(NC(C)C)(C)C>CS(C)=O>[O:22]1[C:23]2[CH:29]=[CH:28][CH:27]=[CH:26][C:24]=2[N:25]=[C:21]1[NH:2][C@H:3]1[CH2:6][C@H:5]([N:7]2[C:11]3=[N:12][CH:13]=[CH:14][N:15]=[C:10]3[N:9]([CH:16]3[CH2:17][CH2:18]3)[C:8]2=[O:19])[CH2:4]1 |f:0.1|. Reported procedure: A glass microwave reaction vessel was charged with 1-(trans-3-aminocyclobutyl)-3-cyclopropyl-1H-imidazo[4,5-b]pyrazin-2(3H)-one hydrochloride (Intermediate 79, 0.1099 g, 0.390 mmol), 2-chlorobenzoxazole (0.088 ml, 0.768 mmol, Sigma-Aldrich Chemical Company, Inc.), and diisopropylamine (0.204 ml, 1.170 mmol, Sigma-Aldrich Chemical Company, Inc.) in DMSO. The reaction was heated to 90° C. for 24 h The crude product was purified by reverse-phase preparative HPLC using a Phenomenex Gemini column, 10... The reactants are C(CCCCCCCCC)(=O)OC1=CC=C(C(=O)OC2=CC=C(C=C2)C(=O)OC(C(F)(F)F)CCCCCC)C=C1 (4-(1,1,1-trifluoro-2-octyloxycarbonyl)phenyl 4-n-decanoyloxybenzoate), OC1=CC=C(C(=O)OC(C(F)(F)F)CCCCCCCC)C=C1 (1,1,1-trifluoro-2-decyl 4-hydroxybenzoate). Solvent: O1CCCC1 (tetrahydrofuran). The product is C(CCCCCCCCC)(=O)OC1=CC=C(C(=O)O)C=C1 (4-n-decanoyloxybenzoic acid), C(CCCCCCCCC)(=O)OC1=CC=C(C(=O)OC2=CC=C(C=C2)C(=O)OC(C(F)(F)F)CCCCCC)C=C1 (4-(1,1,1-trifluoro-2-octyloxycarbonyl)phenyl 4-n-decanoyloxybenzoate). RXN SMILES: [C:1]([O:12][C:13]1[CH:41]=[CH:40][C:16]([C:17]([O:19][C:20]2[CH:25]=[CH:24][C:23]([C:26]([O:28][CH:29]([CH2:34][CH2:35][CH2:36][CH2:37][CH2:38][CH3:39])[C:30]([F:33])([F:32])[F:31])=[O:27])=[CH:22][CH:21]=2)=[O:18])=[CH:15][CH:14]=1)(=[O:11])[CH2:2][CH2:3][CH2:4][CH2:5][CH2:6][CH2:7][CH2:8][CH2:9][CH3:10].OC1C=CC(C(OC(CCCCCCCC)C(F)(F)F)=O)=CC=1>O1CCCC1>[C:1]([O:12][C:13]1[CH:41]=[CH:40][C:16]([C:17]([OH:19])=[O:18])=[CH:15][CH:14]=1)(=[O:11])[CH2:2][CH2:3][CH2:4][CH2:5][CH2:6][CH2:7][CH2:8][CH2:9][CH3:10].[C:1]([O:12][C:13]1[CH:41]=[CH:40][C:16]([C:17]([O:19][C:20]2[CH:21]=[CH:22][C:23]([C:26]([O:28][CH:29]([CH2:34][CH2:35][CH2:36][CH2:37][CH2:38][CH3:39])[C:30]([F:33])([F:32])[F:31])=[O:27])=[CH:24][CH:25]=2)=[O:18])=[CH:15][CH:14]=1)(=[O:11])[CH2:2][CH2:3][CH2:4][CH2:5][CH2:6][CH2:7][CH2:8][CH2:9][CH3:10]. Procedure details: To a solution of the 4-n-decanoyloxybenzoic acid (0.43 g) obtained in Example 12, (3) and the 1,1,1-trifluoro-2-octyl 4-hydroxybenzoate (0.4 g) obtained in (2) above in tetrahydrofuran (about 30 ml) were added dicyclohexylcarbodiimide (0.32 g) and dimethylamonopyridine (0.01 g). The mixture was stirred at room temperature for about 20 hours and was distilled to remove the solvent. The residue was dissolved in dichloromethane and washed with water. The organic layer was dried over anhydrous magne... Starting materials: [N+](=O)([O-])C=1C=C2C=C(C(NC2=CC1)=O)C(=O)O (1,2-dihydro-6-nitro-2-oxo-3-quinolinecarboxylic acid), [H][H] (hydrogen). Reagents/catalysts: [Ni] (Raney nickel). The solvent is CN(C=O)C (dimethylformamide). The product is NC=1C=C2C=C(C(NC2=CC1)=O)C(=O)O (6-Amino-1,2-dihydro-2-oxo-3-quinolinecarboxylic acid). Reaction SMILES: [N+:1]([C:4]1[CH:5]=[C:6]2[C:11](=[CH:12][CH:13]=1)[NH:10][C:9](=[O:14])[C:8]([C:15]([OH:17])=[O:16])=[CH:7]2)([O-])=O.[H][H]>[Ni].CN(C)C=O>[NH2:1][C:4]1[CH:5]=[C:6]2[C:11](=[CH:12][CH:13]=1)[NH:10][C:9](=[O:14])[C:8]([C:15]([OH:17])=[O:16])=[CH:7]2. Procedure details: A solution of 3.63 g (14.9 mmol) of 1,2-dihydro-6-nitro-2-oxo-3-quinolinecarboxylic acid and 200 ml of dimethylformamide is hydrogenated using 1 g of Raney nickel catalyst at 52 psi and 23° until the required amount of hydrogen uptake is obtained. The catalyst is filtered off and the filtrate is evaporated to dryness. The residue is treated with ethanol and 3.0 g of the desired product is filtered. Yields the product O1C=C(C=C1)C1=CC=CC=2N1N=C(N2)NC(C2=CC(=CC=C2)OC)=O (N-[5-(3-furyl)[1,2,4]triazolo[1,5-a]pyridin-2-yl]-3-methoxybenzamide), powder. RXN SMILES: [O:1]1[CH:5]=[CH:4][C:3]([C:6]2[N:11]3[N:12]=[C:13]([NH2:15])[N:14]=[C:10]3[CH:9]=[CH:8][CH:7]=2)=[CH:2]1.[C:16](Cl)(=[O:25])[C:17]1[CH:22]=[CH:21][CH:20]=[C:19]([O:23][CH3:24])[CH:18]=1>>[O:1]1[CH:5]=[CH:4][C:3]([C:6]2[N:11]3[N:12]=[C:13]([NH:15][C:16](=[O:25])[C:17]4[CH:22]=[CH:21][CH:20]=[C:19]([O:23][CH3:24])[CH:18]=4)[N:14]=[C:10]3[CH:9]=[CH:8][CH:7]=2)=[CH:2]1. Isolated yield 32.0%. Procedure: The title compound was prepared following procedure described for intermediate B1, but starting from 5-(3-furyl)[1,2,4]triazolo[1,5-a]pyridin-2-amine ((A2), 50 mg; 0.25 mmol; 1.0 eq.) and m-anisoyl chloride (85 mg; 0.50 mmol; 2.0 eq.). Crude was purified on SPE NH2 column and the title compound was isolated as a white powder (26.9 mg, 32%). HPLC, Rt: 3.32 min. (purity 89.0%). LC/MS, M+(ESI): 306.4. Reactants: C(C1=CC(=CC=C1)OC)(=O)Cl (m-anisoyl chloride), intermediate B1, O1C=C(C=C1)C1=CC=CC=2N1N=C(N2)N (5-(3-furyl)[1,2,4]triazolo[1,5-a]pyridin-2-amine). The reactants are C1CCNCC1, CCO, CC(C)c1cc(C=O)cc(C(C)C)c1O, O, N#CCS(=O)(=O)c1ccccn1. Yields the product CC(C)c1cc(C=C(C#N)S(=O)(=O)c2ccccn2)cc(C(C)C)c1O. RXN SMILES: [CH2:28]1[CH2:29][CH2:30][NH:31][CH2:32][CH2:33]1.[CH3:35][CH2:36][OH:37].[CH:1]([CH3:2])([CH3:3])[c:4]1[cH:5][c:6]([CH:7]=[O:8])[cH:9][c:10]([CH:13]([CH3:14])[CH3:15])[c:11]1[OH:12].[OH2:34].[n:16]1[c:17]([S:22](=[O:23])(=[O:24])[CH2:25][C:26]#[N:27])[cH:18][cH:19][cH:20][cH:21]1>>[CH:1]([CH3:2])([CH3:3])[c:4]1[cH:5][c:6]([CH:7]=[C:25]([S:22]([c:17]2[n:16][cH:21][cH:20][cH:19][cH:18]2)(=[O:23])=[O:24])[C:26]#[N:27])[cH:9][c:10]([CH:13]([CH3:14])[CH3:15])[c:11]1[OH:12]. Starting materials: CC1=C(C(=CC(=C1)C)C)S(=O)(=O)[O-].N[N+]1=C(C=C(C=C1)Br)N (1,2-diamino-4-bromopyridinium 2,4,6-trimethylbenzenesulfonate), FC1=CC=CC(=N1)C(=O)Cl (6-fluoropicolinoyl chloride). Product: BrC1=CC=2N(C=C1)N=C(N2)C2=NC(=CC=C2)F (7-bromo-2-(6-fluoro-pyridin-2-yl)-[1,2,4]triazolo[1,5-a]pyridine). Yield: 85.1%. RXN SMILES: CC1C=C(C)C=C(C)C=1S([O-])(=O)=O.[NH2:14][N+:15]1[CH:20]=[CH:19][C:18]([Br:21])=[CH:17][C:16]=1[NH2:22].[F:23][C:24]1[N:29]=[C:28]([C:30](Cl)=O)[CH:27]=[CH:26][CH:25]=1>>[Br:21][C:18]1[CH:19]=[CH:20][N:15]2[N:14]=[C:30]([C:28]3[CH:27]=[CH:26][CH:25]=[C:24]([F:23])[N:29]=3)[N:22]=[C:16]2[CH:17]=1 |f:0.1|. Procedure details: The product was prepared in the same manner as described in example 1b using 1,2-diamino-4-bromopyridinium 2,4,6-trimethylbenzenesulfonate (2.24 g, 5.77 mmol) and 6-fluoropicolinoyl chloride (1.84 g, 11.5 mmol) as starting materials. The reaction affords 7-bromo-2-(6-fluoro-pyridin-2-yl)-[1,2,4]triazolo[1,5-a]pyridine (1.44 g, 85.4%) as brown solid. MS: m/z=294.9 (M+H+).